This data is from the Open Reaction Database (ORD), a public repository of structured organic reaction records. The task is: describe an organic reaction: reactants, conditions, products, and yield The reactants are C(C)OC(=O)C(C)N1C(CCCCCC1)=O (1-(1-ethoxycarbonylethyl)perhydroazocin-2-one), [OH-].[Na+] (NaOH). Solvent: O (water), C(C)O (ethanol). Reaction conditions: time 3 hour. Yields the product C(=O)(O)C(C)N1C(CCCCCC1)=O (1-(1-carboxyethyl)perhydroazocin-2-one), acetone-ether. RXN SMILES: C([O:3][C:4]([CH:6]([N:8]1[CH2:15][CH2:14][CH2:13][CH2:12][CH2:11][CH2:10][C:9]1=[O:16])[CH3:7])=[O:5])C.[OH-].[Na+]>C(O)C.O>[C:4]([CH:6]([N:8]1[CH2:15][CH2:14][CH2:13][CH2:12][CH2:11][CH2:10][C:9]1=[O:16])[CH3:7])([OH:5])=[O:3] |f:1.2|. Procedure: Dissolve 90 mg of this ester in 0.5 ml ethanol and add 1 ml 1.0 N NaOH. Stir the mixture at room temperature for 3 hours, then dilute with water and extract with ether. Add solid sodium dihydrogen phosphate to the aqueous phase until it is acidic, then extract with ethyl acetate. Dry the ethyl acetate over Na2SO4, filter and concentrate to obtain 1-(1-carboxyethyl)perhydroazocin-2-one, m.p. 166-167 (from acetone-ether). The reactants are NN1CCOCC1 (4-aminomorpholine), C=1C=CC2=C(C1)N=NN2O (HOBt), Cl.NCC(=O)N1CCC(CC1)OC1=C(C=CC(=C1)F)Cl (2-amino-1-[4-(2-chloro-5-fluoro-phenoxy)-piperidin-1-yl]-ethanone hydrochloride), CCN(C(C)C)C(C)C (DIPEA), N1(CCOCC1)N1N=NC(=C1)C(=O)O (1-morpholin-4-yl-1H-[1,2,3]triazole-4-carboxylic acid), Intermediate 64, CCN=C=NCCCN(C)C (EDCI). The solvent is CN(C)C=O (DMF), O (water). Conditions: time 2 minute. Yields the product ClC1=C(OC2CCN(CC2)C(CNC(=O)C=2N=NN(C2)N2CCOCC2)=O)C=C(C=C1)F (1-morpholin-4-yl-1H-[1,2,3]triazole-4-carboxylic acid {2-[4-(2-chloro-5-fluoro-phenoxy)-piperidin-1-yl]-2-oxo-ethyl}-amide). Isolated yield 70.3%. As a reaction SMILES: CCN(C(C)C)C(C)C.[N:10]1([N:16]2[CH:20]=[C:19]([C:21]([OH:23])=O)[N:18]=[N:17]2)[CH2:15][CH2:14][O:13][CH2:12][CH2:11]1.NN1CCOCC1.C1C=CC2N(O)N=NC=2C=1.CCN=C=NCCCN(C)C.Cl.[NH2:53][CH2:54][C:55]([N:57]1[CH2:62][CH2:61][CH:60]([O:63][C:64]2[CH:69]=[C:68]([F:70])[CH:67]=[CH:66][C:65]=2[Cl:71])[CH2:59][CH2:58]1)=[O:56]>CN(C=O)C.O>[Cl:71][C:65]1[CH:66]=[CH:67][C:68]([F:70])=[CH:69][C:64]=1[O:63][CH:60]1[CH2:61][CH2:62][N:57]([C:55](=[O:56])[CH2:54][NH:53][C:21]([C:19]2[N:18]=[N:17][N:16]([N:10]3[CH2:11][CH2:12][O:13][CH2:14][CH2:15]3)[CH:20]=2)=[O:23])[CH2:58][CH2:59]1 |f:5.6|. Procedure details: DIPEA (200 mg, 1.54 mmol) was added to a stirred solution of 1-morpholin-4-yl-1H-[1,2,3]triazole-4-carboxylic acid (prepared by the method used for the synthesis of Intermediate 64, starting from 4-aminomorpholine) (70 mg, 0.35 mmol) in DMF (5 mL) followed by HOBt (52 mg, 0.38 mmol) and EDCI (170 mg, 0.88 mmol). After 2 minutes of stirring, 2-amino-1-[4-(2-chloro-5-fluoro-phenoxy)-piperidin-1-yl]-ethanone hydrochloride (prepared according to Step 1 and 5 of the General Scheme) (125 mg, 0.38 mmol... The reactants are CI, CCO, CN(C)P(=O)(N(C)C)N(C)C, CCCCCCCCCCCCCCCCNc1ccc(C(=O)O)cc1F, [H-], [Na+]. Product: CCCCCCCCCCCCCCCCNc1ccc(C(=O)OC)cc1F. RXN SMILES: [CH3:30][I:31].[CH3:32][CH2:33][OH:34].[CH3:35][N:36]([P:37]([N:38]([CH3:39])[CH3:40])([N:41]([CH3:42])[CH3:43])=[O:44])[CH3:45].[F:1][c:2]1[cH:3][c:4]([C:5](=[O:6])[OH:7])[cH:8][cH:9][c:10]1[NH:11][CH2:12][CH2:13][CH2:14][CH2:15][CH2:16][CH2:17][CH2:18][CH2:19][CH2:20][CH2:21][CH2:22][CH2:23][CH2:24][CH2:25][CH2:26][CH3:27].[H-:28].[Na+:29]>>[F:1][c:2]1[cH:3][c:4]([C:5](=[O:6])[O:7][CH3:32])[cH:8][cH:9][c:10]1[NH:11][CH2:12][CH2:13][CH2:14][CH2:15][CH2:16][CH2:17][CH2:18][CH2:19][CH2:20][CH2:21][CH2:22][CH2:23][CH2:24][CH2:25][CH2:26][CH3:27]. The reactants are FC(F)(Br)Br, CN(C)P(N(C)C)N(C)C, CCOCC, C1CCOC1, CC(=O)CCOC(=O)c1ccccc1. Product: CC(CCOC(=O)c1ccccc1)=C(F)F. RXN SMILES: [Br:6][C:7]([F:8])([F:9])[Br:10].[CH3:11][N:12]([P:13]([N:14]([CH3:15])[CH3:16])[N:17]([CH3:18])[CH3:19])[CH3:20].[CH3:35][CH2:36][O:37][CH2:38][CH3:39].[O:1]1[CH2:2][CH2:3][CH2:4][CH2:5]1.[O:21]=[C:22]([CH2:23][CH2:24][O:25][C:26]([c:27]1[cH:28][cH:29][cH:30][cH:31][cH:32]1)=[O:33])[CH3:34]>>[C:7]([F:8])([F:9])=[C:22]([CH2:23][CH2:24][O:25][C:26]([c:27]1[cH:28][cH:29][cH:30][cH:31][cH:32]1)=[O:33])[CH3:34]. Starting materials: COC(=O)[C@@H]1[C@@H](CC=CC1)C(=O)O ((1R, 2S)-2-methoxycarbonylcyclohex-4-ene-1-carboxylic acid), S(=O)(Cl)Cl (thionyl chloride), C1=CC=CC=C1 (benzene). Run at temperature -5 celsius, time 1 hour. Yields the product C(C)(=O)[C@H]1[C@H](CC=CC1)C(=O)OC ((1S, 2R)-2-acetyl-l-methoxycarbonylcyclohex-4-ene). RXN SMILES: [CH3:1][O:2][C:3]([C@H:5]1[CH2:10][CH:9]=[CH:8][CH2:7][C@H:6]1[C:11]([OH:13])=O)=[O:4].S(Cl)(Cl)=O.[CH:18]1C=CC=CC=1>>[C:11]([C@@H:6]1[CH2:7][CH:8]=[CH:9][CH2:10][C@@H:5]1[C:3]([O:2][CH3:1])=[O:4])(=[O:13])[CH3:18]. Procedure details: 25 g of (1R, 2S)-2-methoxycarbonylcyclohex-4-ene-1-carboxylic acid and 40 ml of thionyl chloride were dissolved in 200 ml of dry benzene, and the mixture was refluxed for two hours. The solvent was distilled off under a reduced pressure, and to the residue was added ml of dried tetrahydrofuran. Further, 1.29 g of copper (I) iodide was added to the solution, which was cooled to -5° C, 182 ml of tetrahydrofuran solution of methylmagnesium bromide (0.82M) was added dropwise to the solution over a p... The reactants are NC(=O)C=1C=C(C=C2C(=NNC12)C1CCN(CC1)C(=O)OC(C)(C)C)Br (1,1-dimethylethyl 4-[7-(aminocarbonyl)-5-bromo-1H-indazol-3-yl]-1-piperidinecarboxylate), NC(=O)C=1C=C(C=C2C(=NNC12)C1CCN(CC1)C(=O)OC(C)(C)C)Br (1,1-dimethylethyl 4-[7-(aminocarbonyl)-5-bromo-1H-indazol-3-yl]-1-piperidinecarboxylate), S1C=C(C=C1)B(O)O (3-thienylboronic acid), C([O-])([O-])=O.[K+].[K+] (potassium carbonate). Reagents/catalysts: C=1C=CC(=CC1)[P](C=2C=CC=CC2)(C=3C=CC=CC3)[Pd]([P](C=4C=CC=CC4)(C=5C=CC=CC5)C=6C=CC=CC6)([P](C=7C=CC=CC7)(C=8C=CC=CC8)C=9C=CC=CC9)[P](C=1C=CC=CC1)(C=1C=CC=CC1)C=1C=CC=CC1 (Pd(PPh3)4). Run in O1CCOCC1.O (dioxane water). Product: NC(=O)C=1C=C(C=C2C(=NNC12)C1CCN(CC1)C(=O)OC(C)(C)C)C1=CSC=C1 (1,1-dimethylethyl 4-[7-(aminocarbonyl)-5-(3-thienyl)-1H-indazol-3-yl]-1-piperidinecarboxylate). Isolated yield 55.7%. Reaction SMILES: [NH2:1][C:2]([C:4]1[CH:5]=[C:6](Br)[CH:7]=[C:8]2[C:12]=1[NH:11][N:10]=[C:9]2[CH:13]1[CH2:18][CH2:17][N:16]([C:19]([O:21][C:22]([CH3:25])([CH3:24])[CH3:23])=[O:20])[CH2:15][CH2:14]1)=[O:3].[S:27]1[CH:31]=[CH:30][C:29](B(O)O)=[CH:28]1.C(=O)([O-])[O-].[K+].[K+]>O1CCOCC1.O.C1C=CC([P]([Pd]([P](C2C=CC=CC=2)(C2C=CC=CC=2)C2C=CC=CC=2)([P](C2C=CC=CC=2)(C2C=CC=CC=2)C2C=CC=CC=2)[P](C2C=CC=CC=2)(C2C=CC=CC=2)C2C=CC=CC=2)(C2C=CC=CC=2)C2C=CC=CC=2)=CC=1>[NH2:1][C:2]([C:4]1[CH:5]=[C:6]([C:29]2[CH:30]=[CH:31][S:27][CH:28]=2)[CH:7]=[C:8]2[C:12]=1[NH:11][N:10]=[C:9]2[CH:13]1[CH2:18][CH2:17][N:16]([C:19]([O:21][C:22]([CH3:25])([CH3:24])[CH3:23])=[O:20])[CH2:15][CH2:14]1)=[O:3] |f:2.3.4,5.6,^1:51,53,72,91|. Procedure: Following the general procedure of Example 65, a mixture of 1,1-dimethylethyl 4-[7-(aminocarbonyl)-5-bromo-1H-indazol-3-yl]-1-piperidinecarboxylate (Intermediate 5) (100 mg, 0.24 mmols), 3-thienylboronic acid (92 mg, 0.72 mmols), potassium carbonate (197 mg), and Pd(PPh3)4 (28 mg) in dioxane/water (3/1, 4 mL) was reacted. The reaction mixture was concentrated, redissolved in methylene chloride and filtered. The filtrate was concentrated and the residue was purified by using a Gilson semi-prepara... As a reaction SMILES: [CH3:11][CH2:12][OH:13].[CH3:1][NH:2][c:3]1[cH:4][c:5]([C:6]#[N:7])[cH:8][cH:9][n:10]1>>[CH3:1][NH:2][c:3]1[cH:4][c:5]([CH2:6][NH2:7])[cH:8][cH:9][n:10]1. The product is CNc1cc(CN)ccn1. The reactants are CCO, CNc1cc(C#N)ccn1.